describe an organic reaction: reactants, conditions, products, and yield From a dataset of the Open Reaction Database (ORD), a public repository of structured organic reaction records. Reactants: CN1CCN(CC1)C(=O)C1=CC=C(C=C1)B1OC(C(O1)(C)C)(C)C ((4-Methyl-piperazin-1-yl)-[4-(4,4,5,5-tetramethyl-[1,3,2]dioxaborolan-2-yl)-phenyl]-methanone), C(=O)([O-])[O-].[Na+].[Na+] (Na2CO3), BrC=1C=C(C=NC1)C1=CC(=NC(=C1)NC)C1=NC=CC=C1 ((5″-Bromo-[2,2′;4′,3″]terpyridin-6′-yl)-methyl-amine). The reagents and catalysts are C1=CC=C(C=C1)P([C-]2C=CC=C2)C3=CC=CC=C3.C1=CC=C(C=C1)P([C-]2C=CC=C2)C3=CC=CC=C3.Cl[Pd]Cl.[Fe+2] ([1,1′-Bis(diphenylphosphino)-ferrocene]dichloropalladium (II)). Solvent: C(Cl)Cl (DCM), C(Cl)Cl (DCM), COCCOC (DME). Product: CNC1=CC(=CC(=N1)C1=NC=CC=C1)C=1C=NC=C(C1)C1=CC=C(C=C1)C(=O)N1CCN(CC1)C ([4-(6′-Methylamino-[2,2′;4′,3″]terpyridin-5″-yl)-phenyl]-(4-methyl-piperazin-1-yl)-methanone). RXN SMILES: [CH3:1][N:2]1[CH2:7][CH2:6][N:5]([C:8]([C:10]2[CH:15]=[CH:14][C:13](B3OC(C)(C)C(C)(C)O3)=[CH:12][CH:11]=2)=[O:9])[CH2:4][CH2:3]1.C([O-])([O-])=O.[Na+].[Na+].Br[C:32]1[CH:33]=[C:34]([C:38]2[CH:43]=[C:42]([NH:44][CH3:45])[N:41]=[C:40]([C:46]3[CH:51]=[CH:50][CH:49]=[CH:48][N:47]=3)[CH:39]=2)[CH:35]=[N:36][CH:37]=1>COCCOC.C(Cl)Cl.C1C=CC(P(C2C=CC=CC=2)[C-]2C=CC=C2)=CC=1.C1C=CC(P(C2C=CC=CC=2)[C-]2C=CC=C2)=CC=1.Cl[Pd]Cl.[Fe+2]>[CH3:45][NH:44][C:42]1[N:41]=[C:40]([C:46]2[CH:51]=[CH:50][CH:49]=[CH:48][N:47]=2)[CH:39]=[C:38]([C:34]2[CH:35]=[N:36][CH:37]=[C:32]([C:13]3[CH:12]=[CH:11][C:10]([C:8]([N:5]4[CH2:4][CH2:3][N:2]([CH3:1])[CH2:7][CH2:6]4)=[O:9])=[CH:15][CH:14]=3)[CH:33]=2)[CH:43]=1 |f:1.2.3,7.8.9.10|. Procedure details: To a solution of (4-Methyl-piperazin-1-yl)-[4-(4,4,5,5-tetramethyl-[1,3,2]dioxaborolan-2-yl)-phenyl]-methanone (1.2 eq, 1.55 mmol, 0.511 g) and 2M Na2CO3 (2.0 eq, 2.58 mmol, 1.3 ml) in DME (10 ml) is added (5″-Bromo-[2,2′;4′,3″]terpyridin-6′-yl)-methyl-amine (1 eq, 1.29 mmol, 0.44 g) followed by [1,1′-Bis(diphenylphosphino)-ferrocene]dichloropalladium (II), complex with DCM (0.1 eq, 0.128 mmol, 0.094 g). The reaction mixture is heated using microwave radiation at 90° C. for 90 mins. The reaction... Reactants: CC#N, CC(OC=O)C1CCC2C(O)CCCC21C. The product is CC(OC=O)C1CCC2C(=O)CCCC21C. Reaction SMILES: [CH3:17][C:18]#[N:19].[CH:1](=[O:2])[O:3][CH:4]([CH3:5])[CH:6]1[CH2:7][CH2:8][CH:9]2[CH:10]([OH:16])[CH2:11][CH2:12][CH2:13][C:14]12[CH3:15]>>[CH:1](=[O:2])[O:3][CH:4]([CH3:5])[CH:6]1[CH2:7][CH2:8][CH:9]2[C:10](=[O:16])[CH2:11][CH2:12][CH2:13][C:14]12[CH3:15]. Starting materials: O1CCCC1 (tetrahydrofuran), [N-]=[N+]=[N-].[Na+] (sodium azide), [Cl-].[Al+3].[Cl-].[Cl-] (aluminum chloride), C(#N)CC=1C=CC2=C(SC3=C(CC2=O)C=CC=C3)C1 (3-cyanomethyl-10,11-dihydro-11-oxodibenzo[b,f]thiepin). The solvent is O (water). Yields the product N1N=NN=C1CC=1C=CC2=C(SC3=C(CC2=O)C=CC=C3)C1 (3-(1H-Tetrazol-5-ylmethyl)-10,11-dihydro-11-oxodibenzo[b,f]thiepin). RXN SMILES: O1CCCC1.[Cl-].[Al+3].[Cl-].[Cl-].[C:10]([CH2:12][C:13]1[CH:14]=[CH:15][C:16]2[C:22](=[O:23])[CH2:21][C:20]3[CH:24]=[CH:25][CH:26]=[CH:27][C:19]=3[S:18][C:17]=2[CH:28]=1)#[N:11].[N-:29]=[N+:30]=[N-:31].[Na+]>O>[NH:29]1[C:10]([CH2:12][C:13]2[CH:14]=[CH:15][C:16]3[C:22](=[O:23])[CH2:21][C:20]4[CH:24]=[CH:25][CH:26]=[CH:27][C:19]=4[S:18][C:17]=3[CH:28]=2)=[N:11][N:31]=[N:30]1 |f:1.2.3.4,6.7|. Reported procedure: Add to 25 cc. of tetrahydrofuran cooled in an ice bath 1.59 gm. (11.9 mmole) of aluminum chloride, 1.33 gm. (5.25 mmole) of 3-cyanomethyl-10,11-dihydro-11-oxodibenzo[b,f]thiepin and 1.55 gm. (23.8 mmole) of sodium azide. Reflux the mixture for 19 hours, cool, dilute with water and acidify. Extract the mixture into ethyl acetate and evaporate. Triturate the residue in ether and separate the title product by filtration. Starting materials: O=C([O-])[O-], CN1C(=O)C2(CC2)CN(C2CCCC2)c2nc(Cl)ncc21, [Cs+], [Cs+], CN1CCC(NC(=O)c2cc(F)c(N)cc2F)C1, C1COCCO1. Yields the product CN1CCC(NC(=O)c2cc(F)c(Nc3ncc4c(n3)N(C3CCCC3)CC3(CC3)C(=O)N4C)cc2F)C1. As a reaction SMILES: [C:40](=[O:41])([O-:42])[O-:43].[Cl:1][c:2]1[n:3][cH:4][c:5]2[c:13]([n:14]1)[N:12]([CH:15]1[CH2:16][CH2:17][CH2:18][CH2:19]1)[CH2:11][C:8]1([C:7](=[O:20])[N:6]2[CH3:21])[CH2:9][CH2:10]1.[Cs+:44].[Cs+:45].[NH2:22][c:23]1[cH:24][c:25]([F:39])[c:26]([C:27](=[O:28])[NH:29][CH:30]2[CH2:31][N:32]([CH3:35])[CH2:33][CH2:34]2)[cH:36][c:37]1[F:38].[O:46]1[CH2:47][CH2:48][O:49][CH2:50][CH2:51]1>>[c:2]1([NH:22][c:23]2[cH:24][c:25]([F:39])[c:26]([C:27](=[O:28])[NH:29][CH:30]3[CH2:31][N:32]([CH3:35])[CH2:33][CH2:34]3)[cH:36][c:37]2[F:38])[n:3][cH:4][c:5]2[c:13]([n:14]1)[N:12]([CH:15]1[CH2:16][CH2:17][CH2:18][CH2:19]1)[CH2:11][C:8]1([C:7](=[O:20])[N:6]2[CH3:21])[CH2:9][CH2:10]1. The reactants are [H-].[Al+3].[Li+].[H-].[H-].[H-] (lithium aluminum hydride), C(C1=CC=CC=C1)N1C(C2N(CCC2C1=O)C)=O (5-benzyl-4,6-dioxo-1-methyl-octahydropyrrolo[3,4-b]pyrrole), O (water), [OH-].[K+] (potassium hydroxide), O (water). The solvent is O1CCCC1 (tetrahydrofuran), O1CCCC1 (tetrahydrofuran). Run at time 3 hour. Yields the product C(C1=CC=CC=C1)N1CC2N(CCC2C1)C (5-Benzyl-1-methyl-octahydropyrrolo[3,4-b]pyrrole). As a reaction SMILES: [H-].[Al+3].[Li+].[H-].[H-].[H-].[CH2:7]([N:14]1[C:21](=O)[CH:20]2[CH:16]([N:17]([CH3:23])[CH2:18][CH2:19]2)[C:15]1=O)[C:8]1[CH:13]=[CH:12][CH:11]=[CH:10][CH:9]=1.O.[OH-].[K+]>O1CCCC1>[CH2:7]([N:14]1[CH2:21][CH:20]2[CH:16]([N:17]([CH3:23])[CH2:18][CH2:19]2)[CH2:15]1)[C:8]1[CH:9]=[CH:10][CH:11]=[CH:12][CH:13]=1 |f:0.1.2.3.4.5,8.9|. Reported procedure: 1.52 g (40 mmol) of lithium aluminum hydride are initially introduced into 30 ml of anhydrous tetrahydrofuran, and 4.9 g (20 mmol) of 5-benzyl-4,6-dioxo-1-methyl-octahydropyrrolo[3,4-b]pyrrole are added dropwise as a solution in 15 ml of anhydrous tetrahydrofuran. The mixture is then subsequently stirred at the boiling point for 3 hours. 1.5 ml of water, 1.5 ml of 15% strength potassium hydroxide solution and 4.5 ml of water are added dropwise in succession to the batch and the precipitate is th... Starting materials: BrC1=CN=C2N1C=CC(=N2)C(C)(F)F (3-Bromo-7-(1,1-difluoroethyl)imidazo[1,2-α]pyrimidine), FC1=C(C=C(C=C1)B1OC(C(O1)(C)C)(C)C)C=1C(=CC=CC1)C#N (2′-fluoro-5′-(4,4,5,5-tetramethyl-[1,3,2]dioxaborolan-2-yl)biphenyl-2-carbonitrile). The product is FC(C)(F)C1=NC=2N(C=C1)C(=CN2)C=2C=CC(=C(C2)C=2C(=CC=CC2)C#N)F (5′-[7-(1,1-difluoroethyl)imidazo[1,2-α]pyrimidin-3-yl]-2′-fluorobiphenyl-2-carbonitrile). The yield is 24.0%. Reaction SMILES: Br[C:2]1[N:6]2[CH:7]=[CH:8][C:9]([C:11]([F:14])([F:13])[CH3:12])=[N:10][C:5]2=[N:4][CH:3]=1.[F:15][C:16]1[CH:21]=[CH:20][C:19](B2OC(C)(C)C(C)(C)O2)=[CH:18][C:17]=1[C:31]1[C:32]([C:37]#[N:38])=[CH:33][CH:34]=[CH:35][CH:36]=1>>[F:13][C:11]([C:9]1[CH:8]=[CH:7][N:6]2[C:2]([C:19]3[CH:20]=[CH:21][C:16]([F:15])=[C:17]([C:31]4[C:32]([C:37]#[N:38])=[CH:33][CH:34]=[CH:35][CH:36]=4)[CH:18]=3)=[CH:3][N:4]=[C:5]2[N:10]=1)([F:14])[CH3:12]. Procedure details: 3-Bromo-7-(1,1-difluoroethyl)imidazo[1,2-α]pyrimidine (130 mg, 0.50 mmol) was coupled with 2′-fluoro-5′-(4,4,5,5-tetramethyl-[1,3,2]dioxaborolan-2-yl)biphenyl-2-carbonitrile as described in Example 1 to give 5′-[7-(1,1-difluoroethyl)imidazo[1,2-α]pyrimidin-3-yl]-2′-fluorobiphenyl-2-carbonitrile (45 mg, 24%) as a white powder: δH (400 MHz, CDCl3) 2.15 (3H, t, J 21), 7.34 (1H, d, J 7), 7.43 (1H, t, J 9), 7.53-7.74 (5H, m), 7.86 (1H, dd, J 8 and 1), 7.99 (1H, s), 8.95 (1H, d, J 7); m/z (ES+) 379 (M... Starting materials: N[C@@H](C[C@@H]([C@H](CC1=CC=CC=C1)NC(=O)OCC1=CN=CS1)O)CC1=CN=CS1 ((2S,3S,5S)-5-amino-1-phenyl-2-(N-((5-thiazolyl)methoxycarbonyl)amino)-6-(5-thiazolyl)-3-hydroxyhexane), C(C)(C)C=1SC=C(N1)COC(=O)N[C@@H](C(C)C)C(=O)O (N-((2-isopropyl-4-thiazolyl)methoxycarbonyl)valine), CO (methanol). Solvent: ClCCl (dichloromethane). The product is C(C)(C)C=1SC=C(N1)COC(=O)N[C@@H](C(C)C)C(=O)N[C@@H](C[C@@H]([C@H](CC1=CC=CC=C1)NC(=O)OCC1=CN=CS1)O)CC1=CN=CS1 ((2S,3S,5S)-5-(N-(N-((2-Isopropyl-4-thiazolyl)methoxycarbonyl)valinyl)amino)-1-phenyl-2-(N-((5-thiazolyl)methoxycarbonyl)amino)-6-(5-thiazolyl)-3-hydroxyhexane). Reaction SMILES: [NH2:1][C@H:2]([CH2:24][C:25]1[S:29][CH:28]=[N:27][CH:26]=1)[CH2:3][C@H:4]([OH:23])[C@@H:5]([NH:13][C:14]([O:16][CH2:17][C:18]1[S:22][CH:21]=[N:20][CH:19]=1)=[O:15])[CH2:6][C:7]1[CH:12]=[CH:11][CH:10]=[CH:9][CH:8]=1.[CH:30]([C:33]1[S:34][CH:35]=[C:36]([CH2:38][O:39][C:40]([NH:42][C@H:43]([C:47](O)=[O:48])[CH:44]([CH3:46])[CH3:45])=[O:41])[N:37]=1)([CH3:32])[CH3:31].CO>ClCCl>[CH:30]([C:33]1[S:34][CH:35]=[C:36]([CH2:38][O:39][C:40]([NH:42][C@H:43]([C:47]([NH:1][C@H:2]([CH2:24][C:25]2[S:29][CH:28]=[N:27][CH:26]=2)[CH2:3][C@H:4]([OH:23])[C@@H:5]([NH:13][C:14]([O:16][CH2:17][C:18]2[S:22][CH:21]=[N:20][CH:19]=2)=[O:15])[CH2:6][C:7]2[CH:12]=[CH:11][CH:10]=[CH:9][CH:8]=2)=[O:48])[CH:44]([CH3:46])[CH3:45])=[O:41])[N:37]=1)([CH3:32])[CH3:31]. Reported procedure: Using the procedure of Example 1U but replacing (2S,3S,5S)-5-amino-2-(N-((5-thiazolyl)methoxycarbonyl)amino)-1,6-diphenyl-3-hydroxyhexane with (2S,3S,5S)-5-amino-1-phenyl-2-(N-((5-thiazolyl)methoxycarbonyl)amino)-6-(5-thiazolyl)-3-hydroxyhexane and replacing N-((N-methyl-N-((2-isopropyl-4-thiazolyl)methyl)amino)carbonyl)-L-valine with N-((2-isopropyl-4-thiazolyl)methoxycarbonyl)valine provided, after silica gel chromatography using 10% methanol in dichloromethane, 25 mg (76%) of the desired comp...